From a dataset of the Open Reaction Database (ORD), a public repository of structured organic reaction records. describe an organic reaction: reactants, conditions, products, and yield Starting materials: ice water, CC1(OC=2C(NC1)=CC=1C(C2)=NON1)C (7,8-dihydro-6,6-dimethyl-6H-[1,2,5]oxadiazolo[3,4-g][1,4]benzoxazine), Cl.ClC1=[N+](C=CC=C1)[O-] (2-chloropyridine N-oxide hydrochloride), [H-].[Na+] (sodium hydride). Run in CN(P(=O)(N(C)C)N(C)C)C (hexamethylphosphoramide). Run at time 6 hour. Product: CC1(OC=2C(N(C1)C1=[N+](C=CC=C1)[O-])=CC=1C(C2)=NON1)C (2-(7,8-dihydro-6,6-dimethyl-6H-[1,2,5]oxadiazolo[3,4-g][1,4]benzoxazin-8-yl)pyridine 1-oxide). Isolated yield 56.3%. RXN SMILES: [H-].[Na+].[CH3:3][C:4]1([CH3:17])[CH2:9][NH:8][C:7]2=[CH:10][C:11]3[C:12](=[N:14][O:15][N:16]=3)[CH:13]=[C:6]2[O:5]1.Cl.Cl[C:20]1[CH:25]=[CH:24][CH:23]=[CH:22][N+:21]=1[O-:26]>CN(C)P(N(C)C)(N(C)C)=O>[CH3:3][C:4]1([CH3:17])[CH2:9][N:8]([C:20]2[CH:25]=[CH:24][CH:23]=[CH:22][N+:21]=2[O-:26])[C:7]2=[CH:10][C:11]3[C:12](=[N:14][O:15][N:16]=3)[CH:13]=[C:6]2[O:5]1 |f:0.1,3.4|. Procedure details: To a suspension of 215 mg sodium hydride (60%) in 5 ml hexamethylphosphoramide, were added 500 mg 7,8-dihydro-6,6-dimethyl-6H-[1,2,5]oxadiazolo[3,4-g][1,4]benzoxazine and 486 mg 2-chloropyridine N-oxide hydrochloride in that order, and the mixture was stirred at room temperature for six hours. The reaction mixture was poured into ice water, the resulting mixture was extracted with ethyl acetate, the extract was washed with an aqueous solution of sodium chloride and dried over anhydrous magnesium... Reactants: C(C)N(CCCOS(=O)(=O)C1=CC=C(C)C=C1)C(=O)OCC1=CC=CC=C1 (N-Ethyl 3-benzyloxycarbonylamino-1-tosyloxypropane), [I-].[Na+] (sodium iodide), resultant mixture, C(C)(=O)OCC (Ethyl acetate), O (water). The solvent is CC(=O)C (acetone). Yields the product C(C)N(CCCI)C(=O)OCC1=CC=CC=C1 (N-ethyl 3-benzyloxycarbonylamino-1-iodopropane). The yield is 76.3%. RXN SMILES: [CH2:1]([N:3]([C:18]([O:20][CH2:21][C:22]1[CH:27]=[CH:26][CH:25]=[CH:24][CH:23]=1)=[O:19])[CH2:4][CH2:5][CH2:6]OS(C1C=CC(C)=CC=1)(=O)=O)[CH3:2].[I-:28].[Na+].C(OCC)(=O)C.O>CC(C)=O>[CH2:1]([N:3]([C:18]([O:20][CH2:21][C:22]1[CH:27]=[CH:26][CH:25]=[CH:24][CH:23]=1)=[O:19])[CH2:4][CH2:5][CH2:6][I:28])[CH3:2] |f:1.2|. Reported procedure: N-Ethyl 3-benzyloxycarbonylamino-1-tosyloxypropane (1.02 g) was dissolved in acetone (20 ml), and to the resulting solution was added sodium iodide (0.80 g). The resultant mixture was stirred at 45° C. for 2 hours. Ethyl acetate and water were added to the reaction solution obtained, and the organic layer so separated was washed with water and then dried over magnesiumsulfate. The solvent was evaporated off from the solution, and the residue was purified by a silica gel chromatography, thus to a... The product is C(C)(=O)C1=C(C=C(OC2=CC=C(C#N)C=C2)C=C1)Cl (4-(4-Acetyl-3-chloro-phenoxy)-benzonitrile). As a reaction SMILES: [C:1]([C:3]1[CH:8]=[CH:7][C:6]([OH:9])=[CH:5][CH:4]=1)#[N:2].[CH3:10][C:11]([C:13]1[CH:18]=[CH:17][C:16](F)=[CH:15][C:14]=1[Cl:20])=[O:12].C([O-])([O-])=O.[K+].[K+].CCCCCCC.CCOC(C)=O>CC(N(C)C)=O.O>[C:11]([C:13]1[CH:18]=[CH:17][C:16]([O:9][C:6]2[CH:7]=[CH:8][C:3]([C:1]#[N:2])=[CH:4][CH:5]=2)=[CH:15][C:14]=1[Cl:20])(=[O:12])[CH3:10] |f:2.3.4,5.6|. Starting materials: C(#N)C1=CC=C(C=C1)O (4-cyanophenol), CCCCCCC.CCOC(=O)C (heptane EtOAc), C(=O)([O-])[O-].[K+].[K+] (K2CO3), CC(=O)C1=C(C=C(C=C1)F)Cl (2-chloro-4-fluoroacetophenone). Procedure: To a solution 4-cyanophenol (CAS Reg. No. 767-00-0, 1.2 g), 2-chloro-4-fluoroacetophenone (CAS Reg. No. 700-35-6, 1.7 g) in DMA (10 ml) was added K2CO3 (1.66 g). The mixture is refluxed for 5 h. TLC (heptane/EtOAc 2:1) showed complete conversion. Water was added and the mixture was extracted with DCM. The combined organic layers were dried over Na2SO4 and then concentrated to an oil. The residue was purified by flash chromatography (SiO2, EtOAc/heptane 1:2) to give the title compound (1.8 g) as ... Run in CC(=O)N(C)C (DMA), O (Water). Starting materials: crude residue, C1(=CC=CC=C1)OC (anisole), C(C)(C)(C)OC(=O)N1CCC(CC1)COCC(C1=CC=C(C=C1)F)NC(=O)C1=CC=C2C=CNC2=C1 (4-{2-[(1H-indole-6-carbonyl)amino]-2-(4-fluoro-phenyl)ethoxymethyl}piperidine-1-carboxylic acid tert-butyl ester). The product is FC1=CC=C(C=C1)C(COCC1CCNCC1)NC(=O)C1=CC=C2C=CNC2=C1 (N-[1-(4-Fluorophenyl)-2-(piperidin-4-ylmethoxy)ethyl]-1H-indole-6-carboxamide). Isolated yield 102.7%. As a reaction SMILES: C1(OC)C=CC=CC=1.C(OC([N:16]1[CH2:21][CH2:20][CH:19]([CH2:22][O:23][CH2:24][CH:25]([NH:33][C:34]([C:36]2[CH:44]=[C:43]3[C:39]([CH:40]=[CH:41][NH:42]3)=[CH:38][CH:37]=2)=[O:35])[C:26]2[CH:31]=[CH:30][C:29]([F:32])=[CH:28][CH:27]=2)[CH2:18][CH2:17]1)=O)(C)(C)C>>[F:32][C:29]1[CH:30]=[CH:31][C:26]([CH:25]([NH:33][C:34]([C:36]2[CH:44]=[C:43]3[C:39]([CH:40]=[CH:41][NH:42]3)=[CH:38][CH:37]=2)=[O:35])[CH2:24][O:23][CH2:22][CH:19]2[CH2:18][CH2:17][NH:16][CH2:21][CH2:20]2)=[CH:27][CH:28]=1. Reported procedure: Using deprotection method B, but without addition of anisole, 4-{2-[(1H-indole-6-carbonyl)amino]-2-(4-fluoro-phenyl)ethoxymethyl}piperidine-1-carboxylic acid tert-butyl ester (1.6 g, 3.2 mmol) afforded 1.3 g (100%) of the title compound as a crude residue which was used without further purification. Reactants: [Na+].C(C)(=O)OCC=1CS[C@H]2N(C1C(=O)[O-])C([C@H]2NC([C@H](NC(=O)N2C(C(N(CC2)CC)=O)=O)C2=CC=C(C=C2)NC(=O)OC[C@H](C(=O)O)N)=O)=O (3-acetoxymethyl-7β-{(2R)-2-[4-((2R)-2-amino-2-carboxyethoxycarbonylamino)-phenyl]-2-(4-ethyl-2,3-dioxopiperazine-1-carboxamido)-acetamido}-3-cephem-4-carboxylic acid sodium salt), CN(CCN1N=NN=C1S)C (1-(2-dimethylaminoethyl)-5-mercapto-1H-tetrazole). Run at time 4 hour. The product is CN(CCC(C=1CS[C@H]2N(C1C(=O)O)C([C@H]2NC([C@H](NC(=O)N2C(C(N(CC2)CC)=O)=O)C2=CC=C(C=C2)NC(=O)OC[C@H](C(=O)O)N)=O)=O)SC2=NN=NN2)C (3-[1-(2-dimethylaminoethyl)-1H-tetrazol-5-ylthiomethyl]-7β-{(2R)-2-[4-((2R)-2-amino-2-carboxyethoxycarbonylamino)-phenyl]-2-(4-ethyl-2,3-dioxopiperazine-1-carboxamido)-acetamido}-3-cephem-4-carboxylic acid). RXN SMILES: [Na+].C(O[CH2:6][C:7]1[CH2:8][S:9][C@@H:10]2[C@H:17]([NH:18][C:19](=[O:50])[C@@H:20]([C:34]3[CH:39]=[CH:38][C:37]([NH:40][C:41]([O:43][CH2:44][C@@H:45]([NH2:49])[C:46]([OH:48])=[O:47])=[O:42])=[CH:36][CH:35]=3)[NH:21][C:22]([N:24]3[CH2:29][CH2:28][N:27]([CH2:30][CH3:31])[C:26](=[O:32])[C:25]3=[O:33])=[O:23])[C:16](=[O:51])[N:11]2[C:12]=1[C:13]([O-:15])=[O:14])(=O)C.CN(C)CC[N:56]1[C:60]([SH:61])=[N:59][N:58]=[N:57]1>>[CH3:12][N:11]([CH3:16])[CH2:10][CH2:17][CH:6]([S:61][C:60]1[NH:59][N:58]=[N:57][N:56]=1)[C:7]1[CH2:8][S:9][C@@H:10]2[C@H:17]([NH:18][C:19](=[O:50])[C@@H:20]([C:34]3[CH:39]=[CH:38][C:37]([NH:40][C:41]([O:43][CH2:44][C@@H:45]([NH2:49])[C:46]([OH:48])=[O:47])=[O:42])=[CH:36][CH:35]=3)[NH:21][C:22]([N:24]3[CH2:29][CH2:28][N:27]([CH2:30][CH3:31])[C:26](=[O:32])[C:25]3=[O:33])=[O:23])[C:16](=[O:51])[N:11]2[C:12]=1[C:13]([OH:15])=[O:14] |f:0.1|. Reported procedure: 2.3 g of 3-acetoxymethyl-7β-{(2R)-2-[4-((2R)-2-amino-2-carboxyethoxycarbonylamino)-phenyl]-2-(4-ethyl-2,3-dioxopiperazine-1-carboxamido)-acetamido}-3-cephem-4-carboxylic acid sodium salt and 1.16 g of 1-(2-dimethylaminoethyl)-5-mercapto-1H-tetrazole are dissolved in 12 ml of twice-distilled and degassed water. The solution is then adjusted to a pH of 6.2 with 1N aqueous NaOH and then stirred at 65° for 4 hours under a nitrogen atmosphere. It is then cooled, adjusted to a pH of 5 with 1N HCl and ...